From a dataset of the Open Reaction Database (ORD), a public repository of structured organic reaction records. describe an organic reaction: reactants, conditions, products, and yield Procedure: Thereafter, 253 mg of (4-(2,2-dimethyl-[1,3]dioxolan-4-ylmethyl)-5-methoxy-2-nitrophenyl)methanol was dissolved in 10 ml of methylene chloride. Then, 2.5 g of activated manganese dioxide was added to the reaction solution, and the obtained mixture was then stirred at room temperature for 66 hours. Thereafter, the reaction solution was filtered through celite, and the filtrate was concentrated under a reduced pressure, so as to obtain 137 mg of the subject compound. The reagents and catalysts are [O-2].[O-2].[Mn+4] (manganese dioxide). The product is CC1(OCC(O1)CC1=CC(=C(C=O)C=C1OC)[N+](=O)[O-])C (4-[(2,2-Dimethyl-[1,3]dioxolan-4-yl)methyl]-5-methoxy-2-nitrobenzaldehyde). Run in C(Cl)Cl (methylene chloride). Yield: 54.5%. Reaction conditions: time 66 hour. As a reaction SMILES: [CH3:1][C:2]1([CH3:21])[O:6][CH:5]([CH2:7][C:8]2[C:13]([O:14][CH3:15])=[CH:12][C:11]([CH2:16][OH:17])=[C:10]([N+:18]([O-:20])=[O:19])[CH:9]=2)[CH2:4][O:3]1>C(Cl)Cl.[O-2].[O-2].[Mn+4]>[CH3:1][C:2]1([CH3:21])[O:6][CH:5]([CH2:7][C:8]2[C:13]([O:14][CH3:15])=[CH:12][C:11]([CH:16]=[O:17])=[C:10]([N+:18]([O-:20])=[O:19])[CH:9]=2)[CH2:4][O:3]1 |f:2.3.4|. Starting materials: CC1(OCC(O1)CC1=CC(=C(C=C1OC)CO)[N+](=O)[O-])C ((4-(2,2-dimethyl-[1,3]dioxolan-4-ylmethyl)-5-methoxy-2-nitrophenyl)methanol). Starting materials: Cl, [N-]=[N+]=NCC1Cc2cccc(-c3ccc(F)cc3F)c2O1. Product: NCC1Cc2cccc(-c3ccc(F)cc3F)c2O1. RXN SMILES: [ClH:22].[F:1][c:2]1[c:3](-[c:9]2[cH:10][cH:11][cH:12][c:13]3[c:17]2[O:16][CH:15]([CH2:18][N:19]=[N+:20]=[N-:21])[CH2:14]3)[cH:4][cH:5][c:6]([F:8])[cH:7]1>>[F:1][c:2]1[c:3](-[c:9]2[cH:10][cH:11][cH:12][c:13]3[c:17]2[O:16][CH:15]([CH2:18][NH2:19])[CH2:14]3)[cH:4][cH:5][c:6]([F:8])[cH:7]1. As a reaction SMILES: [CH3:19][c:20]1[cH:21][cH:22][c:23]([C:26]2=[CH:31][CH2:30][NH:29][CH2:28][CH2:27]2)[n:24][cH:25]1.[CH3:41][C:42]#[N:43].[Cl+3:35]([O-:36])([O-:37])([O-:38])[O-:39].[F:1][c:2]1[c:3]([C:9]2([CH2:13][n:14]3[n:15][cH:16][n:17][cH:18]3)[O:10][CH:11]2[CH3:12])[cH:4][cH:5][c:6]([F:8])[cH:7]1.[Li+:40].[OH2:32].[OH2:33].[OH2:34]>>[F:1][c:2]1[c:3]([C:9]([OH:10])([CH:11]([CH3:12])[N:29]2[CH2:28][CH2:27][C:26]([c:23]3[cH:22][cH:21][c:20]([CH3:19])[cH:25][n:24]3)=[CH:31][CH2:30]2)[CH2:13][n:14]2[n:15][cH:16][n:17][cH:18]2)[cH:4][cH:5][c:6]([F:8])[cH:7]1. The product is Cc1ccc(C2=CCN(C(C)C(O)(Cn3cncn3)c3ccc(F)cc3F)CC2)nc1. Starting materials: Cc1ccc(C2=CCNCC2)nc1, CC#N, [O-][Cl+3]([O-])([O-])[O-], CC1OC1(Cn1cncn1)c1ccc(F)cc1F, [Li+], O, O, O. Starting materials: CC(C(=O)O)CC1=CC=C(C=C1)C1=CC(=CC=C1)CN(C(=O)C1=CC=CC=C1)C (2-methyl-3-(3′-{[methyl-(1-phenylmethanoyl)amino]methyl}biphenyl-4-yl)propionic acid), C(C(=O)Cl)(=O)Cl (oxalyl chloride). Run in ClCCl (dichloromethane). Yields the product CN(C(=O)C1=CC=CC=C1)CC=1C=C(C=CC1)C1=CC=C(C=C1)CCC(=O)Cl (3-(3′-{[Methyl-(1-phenylmethanoyl)amino]-methyl}biphenyl-4-yl)propionyl chloride). Reaction SMILES: C[CH:2]([CH2:6][C:7]1[CH:12]=[CH:11][C:10]([C:13]2[CH:18]=[CH:17][CH:16]=[C:15]([CH2:19][N:20]([CH3:29])[C:21]([C:23]3[CH:28]=[CH:27][CH:26]=[CH:25][CH:24]=3)=[O:22])[CH:14]=2)=[CH:9][CH:8]=1)[C:3](O)=[O:4].C(Cl)(=O)C([Cl:33])=O>ClCCl>[CH3:29][N:20]([CH2:19][C:15]1[CH:14]=[C:13]([C:10]2[CH:11]=[CH:12][C:7]([CH2:6][CH2:2][C:3]([Cl:33])=[O:4])=[CH:8][CH:9]=2)[CH:18]=[CH:17][CH:16]=1)[C:21]([C:23]1[CH:28]=[CH:27][CH:26]=[CH:25][CH:24]=1)=[O:22]. Procedure details: By reacting 1.6 g (4.1 mmol) of 2-methyl-3-(3′-{[methyl-(1-phenylmethanoyl)amino]methyl}biphenyl-4-yl)propionic acid with 390 μl (4.5 mmol) of oxalyl chloride in dichloromethane, and after evaporation, 1.7 g (100%) of 3-(3′-{[methyl-(1-phenylmethanoyl)-amino]methyl}biphenyl-4-yl)propionyl chloride are obtained. The reactants are [BH4-], CO, COc1cc(C)c2c(c1C)C(=O)CC2, CC(C)=O, [Na+], C1CCOC1. The product is COc1cc(C)c2c(c1C)C(O)CC2. RXN SMILES: [BH4-:22].[CH3:15][OH:16].[CH3:1][c:2]1[c:3]2[c:7]([c:8]([CH3:13])[c:9]([O:11][CH3:12])[cH:10]1)[C:6](=[O:14])[CH2:5][CH2:4]2.[CH3:24][C:25](=[O:26])[CH3:27].[Na+:23].[O:17]1[CH2:18][CH2:19][CH2:20][CH2:21]1>>[CH3:1][c:2]1[c:3]2[c:7]([c:8]([CH3:13])[c:9]([O:11][CH3:12])[cH:10]1)[CH:6]([OH:14])[CH2:5][CH2:4]2. Reactants: C[O-], CO, CCOC(=O)c1[nH]c2ccccc2c1N, [Na+]. The product is COC(=O)c1[nH]c2ccccc2c1N. As a reaction SMILES: [CH3:16][O-:17].[CH3:19][OH:20].[NH2:1][c:2]1[c:3]([C:11](=[O:12])[O:13][CH2:14][CH3:15])[nH:4][c:5]2[cH:6][cH:7][cH:8][cH:9][c:10]12.[Na+:18]>>[NH2:1][c:2]1[c:3]([C:11](=[O:12])[O:13][CH3:14])[nH:4][c:5]2[cH:6][cH:7][cH:8][cH:9][c:10]12.